Dataset: the Open Reaction Database (ORD), a public repository of structured organic reaction records. Task: describe an organic reaction: reactants, conditions, products, and yield Reactants: N1CCOCC1 (morpholine), [Na].C(=O)(O)C1=CC=C(C=C1)N1C(C2=CC=CC=C2C(=C1C(=O)OC)C1=CC(=C(C(=C1)OC)OC)OC)=O (2-(4-carboxyphenyl)-3-methoxycarbonyl-4-(3,4,5-trimethoxyphenyl)-1(2H)-isoquinolinone sodium salt), ON1N=NC2=C1C=CC=C2 (1-hydroxybenzotriazole), Cl.CN(CCCN=C=NCC)C (1-(3-dimethylaminopropyl)-3-ethyl-carbodiimide hydrochloride). The solvent is C(Cl)Cl (methylene chloride), C(Cl)Cl (methylene chloride), C(C)(=O)OCC (ethyl acetate), O (water). Reaction conditions: time 8 hour. Product: COC(=O)C=1N(C(C2=CC=CC=C2C1C1=CC(=C(C(=C1)OC)OC)OC)=O)C1=CC=C(C=C1)C(=O)N1CCOCC1 (3-methoxycarbonyl-2-[4-(morpholinocabonyl) phenyl]-4-(3,4,5-trimethoxyphenyl)-1(2H) isoquinolinone). Yield: 96.3%. As a reaction SMILES: [Na].[C:2]([C:5]1[CH:10]=[CH:9][C:8]([N:11]2[C:20]([C:21]([O:23][CH3:24])=[O:22])=[C:19]([C:25]3[CH:30]=[C:29]([O:31][CH3:32])[C:28]([O:33][CH3:34])=[C:27]([O:35][CH3:36])[CH:26]=3)[C:18]3[C:13](=[CH:14][CH:15]=[CH:16][CH:17]=3)[C:12]2=[O:37])=[CH:7][CH:6]=1)(O)=[O:3].ON1C2C=CC=CC=2N=N1.Cl.CN(C)CCCN=C=NCC.[NH:60]1[CH2:65][CH2:64][O:63][CH2:62][CH2:61]1>C(Cl)Cl.C(OCC)(=O)C.O>[CH3:24][O:23][C:21]([C:20]1[N:11]([C:8]2[CH:9]=[CH:10][C:5]([C:2]([N:60]3[CH2:65][CH2:64][O:63][CH2:62][CH2:61]3)=[O:3])=[CH:6][CH:7]=2)[C:12](=[O:37])[C:13]2[C:18]([C:19]=1[C:25]1[CH:30]=[C:29]([O:31][CH3:32])[C:28]([O:33][CH3:34])=[C:27]([O:35][CH3:36])[CH:26]=1)=[CH:17][CH:16]=[CH:15][CH:14]=2)=[O:22] |f:0.1,3.4,^1:0|. Reported procedure: A solution of the compound obtained in Example 21 (200 mg), 1-hydroxybenzotriazole (69 mg) and 1-(3-dimethylaminopropyl)-3-ethyl-carbodiimide hydrochloride (86 mg) in methylene chloride (10 ml) is stirred at room temperature for 30 minutes. To the mixture is added a solution of morpholine (71 mg) in methylene chloride (2 ml), and the mixture is stirred at room temperature overnight. After the reaction is complete, to the mixture are added water and ethyl acetate. The ethyl acetate layer is separ... Starting materials: step-ii, C(C)(C)(C)OC(=O)N(S(=O)(=O)C)C=1C=C(C=CC1OC)C=1C=C2C(=NC1)N(C=C2C=2C=NN(C2)CC=2C=NC=CC2)C(=O)OC(C)(C)C (tert-butyl 5-(3-(N-(tert-butoxycarbonyl)methylsulfonamido)-4-methoxyphenyl)-3-(1-(pyridin-3-ylmethyl)-1H-pyrazol-4-yl)-1H-pyrrolo[2,3-b]pyridine-1-carboxylate). Solvent: CCOCC.CO (ether MeOH), Cl (HCl). The product is COC1=C(C=C(C=C1)C=1C=C2C(=NC1)NC=C2C=2C=NN(C2)CC=2C=NC=CC2)NS(=O)(=O)C (N-(2-methoxy-5-(3-(1-(pyridin-3-ylmethyl)-1H-pyrazol-4-yl)-1H-pyrrolo[2,3-b]pyridin-5-yl)phenyl)methanesulfonamide). The yield is 12.5%. As a reaction SMILES: C(OC([N:8]([C:13]1[CH:14]=[C:15]([C:21]2[CH:22]=[C:23]3[C:29]([C:30]4[CH:31]=[N:32][N:33]([CH2:35][C:36]5[CH:37]=[N:38][CH:39]=[CH:40][CH:41]=5)[CH:34]=4)=[CH:28][N:27](C(OC(C)(C)C)=O)[C:24]3=[N:25][CH:26]=2)[CH:16]=[CH:17][C:18]=1[O:19][CH3:20])[S:9]([CH3:12])(=[O:11])=[O:10])=O)(C)(C)C>Cl.CCOCC.CO>[CH3:20][O:19][C:18]1[CH:17]=[CH:16][C:15]([C:21]2[CH:22]=[C:23]3[C:29]([C:30]4[CH:31]=[N:32][N:33]([CH2:35][C:36]5[CH:37]=[N:38][CH:39]=[CH:40][CH:41]=5)[CH:34]=4)=[CH:28][NH:27][C:24]3=[N:25][CH:26]=2)=[CH:14][C:13]=1[NH:8][S:9]([CH3:12])(=[O:11])=[O:10] |f:2.3|. Procedure: Using similar reaction conditions as described in step-ii of example-7, tert-butyl 5-(3-(N-(tert-butoxycarbonyl)methylsulfonamido)-4-methoxyphenyl)-3-(1-(pyridin-3-ylmethyl)-1H-pyrazol-4-yl)-1H-pyrrolo[2,3-b]pyridine-1-carboxylate (60 mg, 0.219 mmol) was deprotected in HCl in ether/MeOH (1/3 ml) to afford 13 mg (29% yield) of the titled compound. 1H NMR (CD3OD, 400 MHz): δ 8.78 (s, 2H), 8.53 (s, 2H), 8.42-8.37 (m, 2H), 8.02 (s, 1H), 8.00-7.94 (m, 1H), 7.77-7.76 (m, 2H), 7.62-7.59 (dd, 1H), 7.24-... The reactants are Cl (hydrochloric acid), CN1C(C=C(C=2C(CC(CC12)C1=CSC=C1)=O)C)=O (1,4-dimethyl-7-(thiophen-3-yl)-1,2,5,6,7,8-hexahydroquinoline-2,5-dione), C(=N)(N)NN.Cl (aminoguanidine hydrochloride). Solvent: C(C)O (ethanol). The product is Cl.CN1C(C=C(C=2C(CC(CC12)C1=CSC=C1)=NNC(=N)N)C)=O (1,4-dimethyl-5-guanidinoimino-7-(thiophen-3-yl)-1,2,5,6,7,8-hexahydroquinolin-2-one hydrochloride). Isolated yield 93.4%. As a reaction SMILES: [CH3:1][N:2]1[C:11]2[CH2:10][CH:9]([C:12]3[CH:16]=[CH:15][S:14][CH:13]=3)[CH2:8][C:7](=O)[C:6]=2[C:5]([CH3:18])=[CH:4][C:3]1=[O:19].[C:20]([NH:23][NH2:24])([NH2:22])=[NH:21].[ClH:25].Cl>C(O)C>[ClH:25].[CH3:1][N:2]1[C:11]2[CH2:10][CH:9]([C:12]3[CH:16]=[CH:15][S:14][CH:13]=3)[CH2:8][C:7](=[N:24][NH:23][C:20]([NH2:22])=[NH:21])[C:6]=2[C:5]([CH3:18])=[CH:4][C:3]1=[O:19] |f:1.2,5.6|. Procedure: To a mixture of 1,4-dimethyl-7-(thiophen-3-yl)-1,2,5,6,7,8-hexahydroquinoline-2,5-dione (0.1 g) and aminoguanidine hydrochloride (41 mg) were added ethanol (3 ml) and 2N hydrochloric acid (0.2 ml), and the mixture was refluxed for 4 hours and concentrated under reduced pressure. To the residue was added ethanol (1 ml), and precipitated crystals were filtered, washed with ethanol and dried to give 1,4-dimethyl-5-guanidinoimino-7-(thiophen-3-yl)-1,2,5,6,7,8-hexahydroquinolin-2-one hydrochloride (C... The reactants are CC(Cl)Cl, O=C(O)C(F)(F)F, CC(C)(C)OC(=O)c1ccc(N2CC(CN=[N+]=[N-])OC2=O)cc1F. The product is [N-]=[N+]=NCC1CN(c2ccc(C(=O)O)c(F)c2)C(=O)O1. As a reaction SMILES: [Cl:32][CH:33]([Cl:34])[CH3:35].[F:1][C:2]([F:3])([F:4])[C:5]([OH:6])=[O:7].[N:8](=[N+:9]=[N-:10])[CH2:11][CH:12]1[CH2:13][N:14]([c:18]2[cH:19][c:20]([F:31])[c:21]([C:24](=[O:25])[O:26][C:27]([CH3:28])([CH3:29])[CH3:30])[cH:22][cH:23]2)[C:15](=[O:17])[O:16]1>>[N:8](=[N+:9]=[N-:10])[CH2:11][CH:12]1[CH2:13][N:14]([c:18]2[cH:19][c:20]([F:31])[c:21]([C:24](=[O:25])[OH:26])[cH:22][cH:23]2)[C:15](=[O:17])[O:16]1. Starting materials: CC(=O)Nc1cccc2c1C(=O)OC2=O, CC(=O)[O-], CC(=O)O, COc1ccc(C(N)CS(C)(=O)=O)cc1OCC1CC1, [Na+]. Yields the product COc1ccc(C(CS(C)(=O)=O)N2C(=O)c3cccc(NC(C)=O)c3C2=O)cc1OCC1CC1. Reaction SMILES: [C:21]([CH3:22])(=[O:23])[NH:24][c:25]1[c:26]2[c:27]([cH:33][cH:34][cH:35]1)[C:28](=[O:29])[O:30][C:31]2=[O:32].[CH3:37][C:38](=[O:39])[O-:40].[CH3:41][C:42](=[O:43])[OH:44].[CH:1]1([CH2:4][O:5][c:6]2[cH:7][c:8]([CH:14]([CH2:15][S:16](=[O:17])(=[O:18])[CH3:19])[NH2:20])[cH:9][cH:10][c:11]2[O:12][CH3:13])[CH2:2][CH2:3]1.[Na+:36]>>[CH:1]1([CH2:4][O:5][c:6]2[cH:7][c:8]([CH:14]([CH2:15][S:16](=[O:17])(=[O:18])[CH3:19])[N:20]3[C:28](=[O:29])[c:27]4[c:26]([c:25]([NH:24][C:21]([CH3:22])=[O:23])[cH:35][cH:34][cH:33]4)[C:31]3=[O:30])[cH:9][cH:10][c:11]2[O:12][CH3:13])[CH2:2][CH2:3]1. The reactants are BrCCC(=O)OCC (ethyl 3-bromopropionate), S(=O)([O-])[O-].[Na+].[Na+] (sodium sulfite). Solvent: O (water). Yields the product C(=O)(OCC)CCS(=O)(=O)[O-].[Na+] (Sodium 2-carboethoxyethyl sulfonate). Isolated yield 152.8%. Reaction SMILES: Br[CH2:2][CH2:3][C:4]([O:6][CH2:7][CH3:8])=[O:5].[S:9]([O-:12])([O-:11])=[O:10].[Na+:13].[Na+]>O>[C:4]([CH2:3][CH2:2][S:9]([O-:12])(=[O:11])=[O:10])([O:6][CH2:7][CH3:8])=[O:5].[Na+:13] |f:1.2.3,5.6|. Procedure details: A mixture of 52 g (0.29 moles) ethyl 3-bromopropionate and 36.1 g (0.29 moles) anhydrous sodium sulfite in 150 ml water was refluxed for about 16 hours. The reaction mixture was stripped. The residue was washed with acetone and ethyl ether, stripped, and dried in a vacuum oven to give 90.5 g of the above-identified product.